From a dataset of the Open Reaction Database (ORD), a public repository of structured organic reaction records. describe an organic reaction: reactants, conditions, products, and yield Reactants: C(C)(C)(C)[Si](OCCC1=CNC=2N=C(N=C(C21)Cl)NC(C)=O)(C2=CC=CC=C2)C2=CC=CC=C2 (N-{5-[2-(tert-butyl-diphenyl-silanyloxy)-ethyl]-4-chloro-7H-pyrrolo[2,3-d]pyrimidin-2-yl}-acetamide), Cl.ClCC1=NC=C(C(=C1C)OC)C (2-chloromethyl-4-methoxy-3,5-dimethyl-pyridine hydrochloride), C(=O)([O-])[O-].[K+].[K+] (K2CO3), CN(C)C=O (DMF), CCOC(=O)C.O (EtOAc water). The solvent is [Cl-].[Na+].O (brine). Conditions: time 8 hour. The product is ClC=1C2=C(N=C(N1)N)N(C=C2CCNCC(C)C)CC2=NC=C(C(=C2C)OC)C (4-Chloro-5-(2-isobutylamino-ethyl)-7-(4-methoxy-3,5-dimethyl-pyridin-2-ylmethyl)-7H-pyrrolo[2,3-d]pyrimidin-2-ylamine). As a reaction SMILES: C([Si](C1C=CC=CC=1)(C1C=CC=CC=1)O[CH2:7][CH2:8][C:9]1[C:17]2[C:16]([Cl:18])=[N:15][C:14]([NH:19]C(=O)C)=[N:13][C:12]=2[NH:11][CH:10]=1)(C)(C)C.Cl.Cl[CH2:37][C:38]1[C:43]([CH3:44])=[C:42]([O:45][CH3:46])[C:41]([CH3:47])=[CH:40][N:39]=1.[C:48]([O-])([O-])=O.[K+].[K+].C[N:55]([CH:57]=O)C.CCO[C:62]([CH3:64])=O.O>[Cl-].[Na+].O>[Cl:18][C:16]1[C:17]2[C:9]([CH2:8][CH2:7][NH:55][CH2:57][CH:62]([CH3:64])[CH3:48])=[CH:10][N:11]([CH2:37][C:38]3[C:43]([CH3:44])=[C:42]([O:45][CH3:46])[C:41]([CH3:47])=[CH:40][N:39]=3)[C:12]=2[N:13]=[C:14]([NH2:19])[N:15]=1 |f:1.2,3.4.5,7.8,9.10.11|. Procedure details: A mixture of N-{5-[2-(tert-butyl-diphenyl-silanyloxy)-ethyl]-4-chloro-7H-pyrrolo[2,3-d]pyrimidin-2-yl}-acetamide (344 mg, 0.70 mmol), 2-chloromethyl-4-methoxy-3,5-dimethyl-pyridine hydrochloride (175 mg, 0.77 mmol), K2CO3 (516 mg, 3.7 mmol) and DMF (3.0 mL) was stirred at rt overnight. Work-up (EtOAc/water; brine) afforded the title compound as an off-white solid which was used without further purification (516 mg, “115%”). HPLC Rt: 8.419 min. 1H-NMR (CDCl3): δ 8.20 (s, 1H), 7.95 (s, 1H), 7.55 (...